Dataset: the Open Reaction Database (ORD), a public repository of structured organic reaction records. Task: describe an organic reaction: reactants, conditions, products, and yield Starting materials: Cl (Hydrogen chloride), O (water), N[C@H](C(C(=O)O)O)CC(C)C ((2RS, 3S)-3-amino-2-hydroxy-5methylhexanoic acid), C1=CC=CC=C1 (benzene). Solvent: C(C)(C)O (isopropyl alcohol). The product is Cl.N[C@H](C(C(=O)OC(C)C)O)CC(C)C (isopropyl (2RS, 3S)-3-amino-2-hydroxy-5-methylhexanoate hydrochloride). As a reaction SMILES: [ClH:1].[NH2:2][C@@H:3]([CH2:9][CH:10]([CH3:12])[CH3:11])[CH:4]([OH:8])[C:5]([OH:7])=[O:6].[CH:13]1[CH:18]=CC=C[CH:14]=1.O>C(O)(C)C>[ClH:1].[NH2:2][C@@H:3]([CH2:9][CH:10]([CH3:12])[CH3:11])[CH:4]([OH:8])[C:5]([O:7][CH:13]([CH3:18])[CH3:14])=[O:6] |f:5.6|. Procedure details: Hydrogen chloride was passed into a solution of 4.0 g of (2RS, 3S)-3-amino-2-hydroxy-5methylhexanoic acid in 50 ml of isopropyl alcohol with stirring under ice-cooling. To the reaction solution was added 100ml of benzene, and the mixture was heated under reflux for 10 minutes with removal of water as formed during the reaction using a molecular seives. The reaction mixture was evaporated under reduced pressure to obtain 5.7 g of isopropyl (2RS, 3S)-3-amino-2-hydroxy-5-methylhexanoate hydrochlori... Starting materials: COC1=NN(C(=C1)C(=O)OC)C (methyl 3-methoxy-1-methyl-1H-pyrazole-5-carboxylate), [H-].[Al+3].[Li+].[H-].[H-].[H-] (lithium aluminum hydride), C(C)O (Ethanol), [Cl-].[NH4+] (ammonium chloride). Run in O1CCCC1 (tetrahydrofuran). Reaction conditions: time 30 minute. The product is COC1=NN(C(=C1)CO)C ((3-methoxy-1-methyl-1H-pyrazol-5-yl)methanol). The yield is 98.7%. RXN SMILES: [CH3:1][O:2][C:3]1[CH:7]=[C:6]([C:8](OC)=[O:9])[N:5]([CH3:12])[N:4]=1.[H-].[Al+3].[Li+].[H-].[H-].[H-].C(O)C.[Cl-].[NH4+]>O1CCCC1>[CH3:1][O:2][C:3]1[CH:7]=[C:6]([CH2:8][OH:9])[N:5]([CH3:12])[N:4]=1 |f:1.2.3.4.5.6,8.9|. Procedure: To a solution of methyl 3-methoxy-1-methyl-1H-pyrazole-5-carboxylate (2.03 g, 11.9 mmol) in tetrahydrofuran (20 mL) was added lithium aluminum hydride (0.57 g, 12 mmol) at 0° C., and the mixture was stirred at room temperature for 30 min. Ethanol (10 mL) and saturated aqueous ammonium chloride solution (2.0 mL) were added to the reaction mixture, and the precipitated solid was filtered off. The filtrate was concentrated and the residue was purified by silica gel column chromatography (ethyl acet... Starting materials: C1CCOC1, CC(C)[Si](Cl)(C(C)C)C(C)C, [Cl-], Clc1ccnc2[nH]ccc12, [H-], [NH4+], [Na+]. Yields the product CC(C)[Si](C(C)C)(C(C)C)n1ccc2c(Cl)ccnc21. RXN SMILES: [CH2:26]1[O:27][CH2:28][CH2:29][CH2:30]1.[CH:13]([CH3:14])([CH3:15])[Si:16]([CH:17]([CH3:18])[CH3:19])([CH:20]([CH3:21])[CH3:22])[Cl:23].[Cl-:24].[Cl:1][c:2]1[c:3]2[c:4]([n:5][cH:6][cH:7]1)[nH:8][cH:9][cH:10]2.[H-:12].[NH4+:25].[Na+:11]>>[Cl:1][c:2]1[c:3]2[c:4]([n:5][cH:6][cH:7]1)[n:8]([Si:16]([CH:13]([CH3:14])[CH3:15])([CH:17]([CH3:18])[CH3:19])[CH:20]([CH3:21])[CH3:22])[cH:9][cH:10]2. Reactants: ClC=1C=C(C2=C(N1)N(N=C2)C(C)C)C(=O)NCC=2C(NC(=CC2C)C)=O (6-chloro-N-[(4,6-dimethyl-2-oxo-1,2-dihydro-3-pyridinyl)methyl]-1-(1-methylethyl)-1H-pyrazolo[3,4-b]pyridine-4-carboxamide), O (water), C(C)(=O)NC1=CC=C(C=C1)B(O)O ([4-(acetylamino)phenyl]boronic acid), C([O-])(O)=O.[Na+] (Sodium bicarbonate). The reagents and catalysts are C1=CC=C(C=C1)P([C-]2C=CC=C2)C3=CC=CC=C3.C1=CC=C(C=C1)P([C-]2C=CC=C2)C3=CC=CC=C3.Cl[Pd]Cl.[Fe+2].C(Cl)Cl (PdCl2(dppf) CH2Cl2). Solvent: COCCOC.O (DME water). Conditions: temperature 110 celsius. Product: C(C)(=O)NC1=CC=C(C=C1)C=1C=C(C2=C(N1)N(N=C2)C(C)C)C(=O)NCC=2C(NC(=CC2C)C)=O (6-[4-(acetylamino)phenyl]-N-[(4,6-dimethyl-2-oxo-1,2-dihydro-3-pyridinyl)methyl]-1-(1-methylethyl)-1H-pyrazolo[3,4-b]pyridine-4-carboxamide). The yield is 55.4%. As a reaction SMILES: Cl[C:2]1[CH:3]=[C:4]([C:14]([NH:16][CH2:17][C:18]2[C:19](=[O:26])[NH:20][C:21]([CH3:25])=[CH:22][C:23]=2[CH3:24])=[O:15])[C:5]2[CH:10]=[N:9][N:8]([CH:11]([CH3:13])[CH3:12])[C:6]=2[N:7]=1.[C:27]([NH:30][C:31]1[CH:36]=[CH:35][C:34](B(O)O)=[CH:33][CH:32]=1)(=[O:29])[CH3:28].C(=O)(O)[O-].[Na+].O>COCCOC.O.C1C=CC(P(C2C=CC=CC=2)[C-]2C=CC=C2)=CC=1.C1C=CC(P(C2C=CC=CC=2)[C-]2C=CC=C2)=CC=1.Cl[Pd]Cl.[Fe+2].C(Cl)Cl>[C:27]([NH:30][C:31]1[CH:36]=[CH:35][C:34]([C:2]2[CH:3]=[C:4]([C:14]([NH:16][CH2:17][C:18]3[C:19](=[O:26])[NH:20][C:21]([CH3:25])=[CH:22][C:23]=3[CH3:24])=[O:15])[C:5]3[CH:10]=[N:9][N:8]([CH:11]([CH3:13])[CH3:12])[C:6]=3[N:7]=2)=[CH:33][CH:32]=1)(=[O:29])[CH3:28] |f:2.3,5.6,7.8.9.10.11|. Reported procedure: In a 25 mL sealable tube under nitrogen were combined 6-chloro-N-[(4,6-dimethyl-2-oxo-1,2-dihydro-3-pyridinyl)methyl]-1-(1-methylethyl)-1H-pyrazolo[3,4-b]pyridine-4-carboxamide (80 mg, 0.21 mmol) and [4-(acetylamino)phenyl]boronic acid (57.5 mg, 0.32 mmol) in DME/water (3 ml:1 ml). PdCl2(dppf)-CH2Cl2 adduct (8.7 mg, 0.010 mmol) was added and the resulting mixture was degassed with nitrogen for 10 min. Sodium bicarbonate (53.9 mg, 0.64 mmol) was added, the vessel was sealed, and the insoluble lig... Reactants: CC(C)(C)[Si](C)(C)OC1CCC(n2cc(B(O)O)cn2)CC1, O=C([O-])[O-], C1COCCO1, Nc1ncc(I)c2c(Cl)c(Cl)oc12, [K+], [K+], O. Product: CC(C)(C)[Si](C)(C)OC1CCC(n2cc(-c3cnc(N)c4oc(Cl)c(Cl)c34)cn2)CC1. As a reaction SMILES: [C:14]([CH3:15])([CH3:16])([CH3:17])[Si:18]([O:19][CH:20]1[CH2:21][CH2:22][CH:23]([n:26]2[n:27][cH:28][c:29]([B:31]([OH:32])[OH:33])[cH:30]2)[CH2:24][CH2:25]1)([CH3:34])[CH3:35].[C:36](=[O:37])([O-:38])[O-:39].[CH2:42]1[O:43][CH2:44][CH2:45][O:46][CH2:47]1.[Cl:1][c:2]1[c:3]([Cl:13])[c:4]2[c:5]([c:6]([NH2:11])[n:7][cH:8][c:9]2[I:10])[o:12]1.[K+:40].[K+:41].[OH2:48]>>[Cl:1][c:2]1[c:3]([Cl:13])[c:4]2[c:5]([c:6]([NH2:11])[n:7][cH:8][c:9]2-[c:29]2[cH:28][n:27][n:26]([CH:23]3[CH2:22][CH2:21][CH:20]([O:19][Si:18]([C:14]([CH3:15])([CH3:16])[CH3:17])([CH3:34])[CH3:35])[CH2:25][CH2:24]3)[cH:30]2)[o:12]1. Reactants: ClC=1C(=NC=CN1)NC[C@@H](O)[C@@H]1C=C([C@H]2OC(O[C@H]21)(C)C)COC(C2=CC=CC=C2)(C2=CC=CC=C2)C2=CC=CC=C2 ((S)-2-(3-chloropyrazin-2-ylamino)-1-((3aS,4S,6aR)-2,2-dimethyl-6-(trityloxymethyl)-4,6a-dihydro-3aH-cyclopenta[d][1,3]dioxol-4-yl)ethanol), C(=O)(C(F)(F)F)OC(=O)C(F)(F)F (TFAA), CS(=O)C (DMSO), CCN(C(C)C)C(C)C (Hunig's base). Run in C(Cl)Cl (DCM), C(Cl)Cl (DCM), C(Cl)Cl (DCM). Run at time 30 minute. Product: ClC=1C(=NC=CN1)NCC(=O)[C@@H]1C=C([C@H]2OC(O[C@H]21)(C)C)COC(C2=CC=CC=C2)(C2=CC=CC=C2)C2=CC=CC=C2 (2-(3-chloropyrazin-2-ylamino)-1-((3aS,4R,6aR)-2,2-dimethyl-6-(trityloxymethyl)-4,6a-dihydro-3aH-cyclopenta[d][1,3]dioxol-4-yl)ethanone). Reaction SMILES: C(OC(C(F)(F)F)=O)(C(F)(F)F)=O.CS(C)=O.[Cl:18][C:19]1[C:20]([NH:25][CH2:26][C@H:27]([C@H:29]2[C@H:36]3[C@H:32]([O:33][C:34]([CH3:38])([CH3:37])[O:35]3)[C:31]([CH2:39][O:40][C:41]([C:54]3[CH:59]=[CH:58][CH:57]=[CH:56][CH:55]=3)([C:48]3[CH:53]=[CH:52][CH:51]=[CH:50][CH:49]=3)[C:42]3[CH:47]=[CH:46][CH:45]=[CH:44][CH:43]=3)=[CH:30]2)[OH:28])=[N:21][CH:22]=[CH:23][N:24]=1.CCN(C(C)C)C(C)C>C(Cl)Cl>[Cl:18][C:19]1[C:20]([NH:25][CH2:26][C:27]([C@H:29]2[C@H:36]3[C@H:32]([O:33][C:34]([CH3:38])([CH3:37])[O:35]3)[C:31]([CH2:39][O:40][C:41]([C:48]3[CH:53]=[CH:52][CH:51]=[CH:50][CH:49]=3)([C:54]3[CH:59]=[CH:58][CH:57]=[CH:56][CH:55]=3)[C:42]3[CH:43]=[CH:44][CH:45]=[CH:46][CH:47]=3)=[CH:30]2)=[O:28])=[N:21][CH:22]=[CH:23][N:24]=1. Procedure details: TFAA (0.459 mL, 3.25 mmol, 3.2 equiv) in DCM (0.5 mL) was added dropwise to DMSO (0.303 mL, 4.26 mmol, 4.2 equiv) in DCM (0.5 mL) at −78° C. After 30 minutes, (S)-2-(3-chloropyrazin-2-ylamino)-1-((3aS,4S,6aR)-2,2-dimethyl-6-(trityloxymethyl)-4,6a-dihydro-3aH-cyclopenta[d][1,3]dioxol-4-yl)ethanol (1-6) (593 mg, 1.01 mmol, 1 equiv) in DCM (2.7 mL) was added dropwise. The resulting mixture was stirred at −78° C. for 1 hour, at which point Hunig's base (1.06 mL, 6.09 mmol, 6 equiv) was added. After ... The reactants are C(C1=CC=CC=C1)C1=CC2=C(C=CO2)C=C1 (6-benzylbenzofuran), C(CCC)[Li] (1-butyllithium), hexanes, B(OC(C)C)(OC(C)C)OC(C)C (triisopropyl borate). Solvent: C1CCOC1 (THF), hexanes. Reaction conditions: time 0.5 hour. The product is C(C1=CC=CC=C1)C1=CC2=C(C=C(O2)B(O)O)C=C1 (6-benzylbenzofuran-2-ylboronic acid). As a reaction SMILES: [CH2:1]([C:8]1[CH:16]=[CH:15][C:11]2[CH:12]=[CH:13][O:14][C:10]=2[CH:9]=1)[C:2]1[CH:7]=[CH:6][CH:5]=[CH:4][CH:3]=1.C([Li])CCC.[B:22](OC(C)C)([O:27]C(C)C)[O:23]C(C)C>C1COCC1>[CH2:1]([C:8]1[CH:16]=[CH:15][C:11]2[CH:12]=[C:13]([B:22]([OH:27])[OH:23])[O:14][C:10]=2[CH:9]=1)[C:2]1[CH:3]=[CH:4][CH:5]=[CH:6][CH:7]=1. Procedure details: To a purple mixture of benzofuran-6-ol (1.85 g, 13.8 mmol) and N,N-diisopropylethylamine 99% (7.21 mL, 41.4 mmol) in 50 mL DCM was added 1,1,1-trifluoro-n-phenyl-n-((trifluoromethyl)sulfonyl)methanesulfonamide (4.93 g, 13.8 mmol). The reaction became light blue. After 2 h, the reaction was light yellow. The reaction was quenched with saturated aq. sodium bicarbonate, and the aqueous layer was extracted with DCM. The combined organics were dried over anhyd sodium sulfate, filtered, and concentrat...